Dataset: the Open Reaction Database (ORD), a public repository of structured organic reaction records. Task: describe an organic reaction: reactants, conditions, products, and yield As a reaction SMILES: [CH3:28][C:29]([CH3:30])([O-:31])[CH3:32].[CH3:34][c:35]1[cH:36][cH:37][cH:38][cH:39][cH:40]1.[Cl:1][c:2]1[c:3]2[c:4]([n:5][cH:6][cH:7]1)[n:8][n:9]([CH3:11])[cH:10]2.[NH2:12][c:13]1[c:14]([S:20][c:21]2[cH:22][cH:23][c:24]([OH:27])[cH:25][cH:26]2)[cH:15][cH:16][c:17]([CH3:19])[cH:18]1.[Na+:33].[O:43]=[C:44]([CH:45]=[CH:46][c:47]1[cH:48][cH:49][cH:50][cH:51][cH:52]1)[CH:53]=[CH:54][c:55]1[cH:56][cH:57][cH:58][cH:59][cH:60]1.[O:61]=[C:62]([CH:63]=[CH:64][c:65]1[cH:66][cH:67][cH:68][cH:69][cH:70]1)[CH:71]=[CH:72][c:73]1[cH:74][cH:75][cH:76][cH:77][cH:78]1.[O:79]=[C:80]([CH:81]=[CH:82][c:83]1[cH:84][cH:85][cH:86][cH:87][cH:88]1)[CH:89]=[CH:90][c:91]1[cH:92][cH:93][cH:94][cH:95][cH:96]1.[Pd:41].[Pd:42]>>[c:2]1([NH:12][c:13]2[c:14]([S:20][c:21]3[cH:22][cH:23][c:24]([OH:27])[cH:25][cH:26]3)[cH:15][cH:16][c:17]([CH3:19])[cH:18]2)[c:3]2[c:4]([n:5][cH:6][cH:7]1)[n:8][n:9]([CH3:11])[cH:10]2. The product is Cc1ccc(Sc2ccc(O)cc2)c(Nc2ccnc3nn(C)cc23)c1. Starting materials: CC(C)(C)[O-], Cc1ccccc1, Cn1cc2c(Cl)ccnc2n1, Cc1ccc(Sc2ccc(O)cc2)c(N)c1, [Na+], O=C(C=Cc1ccccc1)C=Cc1ccccc1, O=C(C=Cc1ccccc1)C=Cc1ccccc1, O=C(C=Cc1ccccc1)C=Cc1ccccc1, [Pd], [Pd]. Starting materials: CC(=O)c1ccncc1, CCO, NNC(=O)c1ccc(C(F)(F)F)cc1. Product: CC(=NNC(=O)c1ccc(C(F)(F)F)cc1)c1ccncc1. RXN SMILES: [C:1]([CH3:2])(=[O:3])[c:4]1[cH:5][cH:6][n:7][cH:8][cH:9]1.[CH3:24][CH2:25][OH:26].[F:10][C:11]([c:12]1[cH:13][cH:14][c:15]([C:16](=[O:17])[NH:18][NH2:19])[cH:20][cH:21]1)([F:22])[F:23]>>[C:1]([CH3:2])([c:4]1[cH:5][cH:6][n:7][cH:8][cH:9]1)=[N:19][NH:18][C:16]([c:15]1[cH:14][cH:13][c:12]([C:11]([F:10])([F:22])[F:23])[cH:21][cH:20]1)=[O:17]. Starting materials: BrC=1C=CC(=C(C(=O)O)C1)Cl (5-bromo-2-chlorobenzoic acid), CO (MeOH), O=S(Cl)Cl (SOCl2). Conditions: temperature 0 celsius, time 2 day. Yields the product BrC=1C=CC(=C(C(=O)OC)C1)Cl (Methyl 5-bromo-2-chlorobenzoate). The yield is 95.0%. RXN SMILES: [Br:1][C:2]1[CH:3]=[CH:4][C:5]([Cl:11])=[C:6]([CH:10]=1)[C:7]([OH:9])=[O:8].O=S(Cl)Cl.[CH3:16]O>>[Br:1][C:2]1[CH:3]=[CH:4][C:5]([Cl:11])=[C:6]([CH:10]=1)[C:7]([O:9][CH3:16])=[O:8]. Procedure: 5-bromo-2-chlorobenzoic acid (E-Merck 8.14989.0101, 20 g; 84.94 mmol; 1 eq.) was dissolved in MeOH (400 mL). The solution was cooled down to 0° C. SOCl2 (18.49 mL; 254.82 mmol; 3 eq.) was added dropwise (addition took 30 min and IT increased to 9° C.). After addition, the reaction mixture was stirred at RT for 2 days. The reaction mixture was concentrated and the crude mixture was dissolved in EtOAc (400 mL) and washed with a saturated aqueous solution of NaHCO3 (100 mL), brine (100 mL), dried o... Reactants: COC1CC(CO)N(C(=O)OCc2ccccc2)C1, CO. Product: COC1CNC(CO)C1. As a reaction SMILES: [CH2:1]([O:2][C:3](=[O:4])[N:11]1[CH:12]([CH2:18][OH:19])[CH2:13][CH:14]([O:16][CH3:17])[CH2:15]1)[c:5]1[cH:6][cH:7][cH:8][cH:9][cH:10]1.[CH3:20][OH:21]>>[NH:11]1[CH:12]([CH2:18][OH:19])[CH2:13][CH:14]([O:16][CH3:17])[CH2:15]1. Starting materials: O=C(N=C=S)c1ccccc1, C1CCOC1, CCOC(=O)c1ccc(Cl)c(Oc2cc(Br)cnc2N)c1. The product is CCOC(=O)c1ccc(Cl)c(Oc2cc(Br)cnc2NC(=S)NC(=O)c2ccccc2)c1. RXN SMILES: [C:22]([c:23]1[cH:24][cH:25][cH:26][cH:27][cH:28]1)(=[O:29])[N:30]=[C:31]=[S:32].[CH2:33]1[O:34][CH2:35][CH2:36][CH2:37]1.[NH2:1][c:2]1[n:3][cH:4][c:5]([Br:21])[cH:6][c:7]1[O:8][c:9]1[cH:10][c:11]([C:12](=[O:13])[O:14][CH2:15][CH3:16])[cH:17][cH:18][c:19]1[Cl:20]>>[NH:1]([c:2]1[n:3][cH:4][c:5]([Br:21])[cH:6][c:7]1[O:8][c:9]1[cH:10][c:11]([C:12](=[O:13])[O:14][CH2:15][CH3:16])[cH:17][cH:18][c:19]1[Cl:20])[C:31]([NH:30][C:22]([c:23]1[cH:24][cH:25][cH:26][cH:27][cH:28]1)=[O:29])=[S:32]. Starting materials: CC=1N=COC1C=O (4-methyl-5-oxazolecarbaldehyde), C(O)([O-])=O.[Na+] (sodium hydrogen carbonate), C(CCC)[Li] (n-Butyllithium), BrC=1C=C(C=CC1)C (3-bromotoluene). Solvent: O1CCCC1 (tetrahydrofuran), O1CCCC1 (tetrahydrofuran). Conditions: time 20 minute. Yields the product CC=1N=COC1C(O)C1=CC(=CC=C1)C (1-(4-Methyl-5-oxazolyl)-1-(3-methylphenyl)methanol). Reaction SMILES: C([Li])CCC.Br[C:7]1[CH:8]=[C:9]([CH3:13])[CH:10]=[CH:11][CH:12]=1.[CH3:14][C:15]1[N:16]=[CH:17][O:18][C:19]=1[CH:20]=[O:21].C(=O)([O-])O.[Na+]>O1CCCC1>[CH3:14][C:15]1[N:16]=[CH:17][O:18][C:19]=1[CH:20]([C:7]1[CH:12]=[CH:11][CH:10]=[C:9]([CH3:13])[CH:8]=1)[OH:21] |f:3.4|. Reported procedure: n-Butyllithium (2.5 solution in hexanes, 3.9 ml) was added dropwise to a stirred solution of 3-bromotoluene (1.1 ml) in dry tetrahydrofuran (20 ml) at -70° C. under an atmosphere of dry nitrogen. After 20 minutes, 4-methyl-5-oxazolecarbaldehyde (1.15 g) in tetrahydrofuran (10 ml) was added. After 1 hour the mixture was allowed to warm to room temperature and was then heated under reflux for 1 hour. The cooled solution was poured into saturated aqueous sodium hydrogen carbonate. Extraction with e... Reactants: CC(=O)n1[nH]c(=O)c(Cc2ccccc2)c1C(C)C, O=C([O-])[O-], CC(C)(C)C(=O)OCC1OC(Br)C(OC(=O)C(C)(C)C)C(OC(=O)C(C)(C)C)C1OC(=O)C(C)(C)C, CC#N, [K+], [K+]. Yields the product CC(=O)n1nc(OC2OC(COC(=O)C(C)(C)C)C(OC(=O)C(C)(C)C)C(OC(=O)C(C)(C)C)C2OC(=O)C(C)(C)C)c(Cc2ccccc2)c1C(C)C. RXN SMILES: [C:1]([CH3:2])(=[O:3])[n:4]1[nH:5][c:6](=[O:19])[c:7]([CH2:12][c:13]2[cH:14][cH:15][cH:16][cH:17][cH:18]2)[c:8]1[CH:9]([CH3:10])[CH3:11].[C:20](=[O:21])([O-:22])[O-:23].[C:26]([C:27]([CH3:28])([CH3:29])[CH3:30])(=[O:31])[O:32][CH:33]1[CH:34]([Br:61])[O:35][CH:36]([CH2:53][O:54][C:55]([C:56]([CH3:57])([CH3:58])[CH3:59])=[O:60])[CH:37]([O:46][C:47]([C:48]([CH3:49])([CH3:50])[CH3:51])=[O:52])[CH:38]1[O:39][C:40]([C:41]([CH3:42])([CH3:43])[CH3:44])=[O:45].[CH3:62][C:63]#[N:64].[K+:24].[K+:25]>>[C:1]([CH3:2])(=[O:3])[n:4]1[n:5][c:6]([O:19][CH:34]2[CH:33]([O:32][C:26]([C:27]([CH3:28])([CH3:29])[CH3:30])=[O:31])[CH:38]([O:39][C:40]([C:41]([CH3:42])([CH3:43])[CH3:44])=[O:45])[CH:37]([O:46][C:47]([C:48]([CH3:49])([CH3:50])[CH3:51])=[O:52])[CH:36]([CH2:53][O:54][C:55]([C:56]([CH3:57])([CH3:58])[CH3:59])=[O:60])[O:35]2)[c:7]([CH2:12][c:13]2[cH:14][cH:15][cH:16][cH:17][cH:18]2)[c:8]1[CH:9]([CH3:10])[CH3:11]. The reactants are CC1CCCCN1CCCl, CC(C)N(CCC(C#N)c1ccccc1F)C(C)C. Reaction SMILES: [Cl:20][CH2:21][CH2:22][N:23]1[CH:24]([CH3:29])[CH2:25][CH2:26][CH2:27][CH2:28]1.[F:1][c:2]1[c:3]([CH:8]([C:9]#[N:10])[CH2:11][CH2:12][N:13]([CH:14]([CH3:15])[CH3:16])[CH:17]([CH3:18])[CH3:19])[cH:4][cH:5][cH:6][cH:7]1>>[F:1][c:2]1[c:3]([C:8]([C:9]#[N:10])([CH2:11][CH2:12][N:13]([CH:14]([CH3:15])[CH3:16])[CH:17]([CH3:18])[CH3:19])[CH2:21][CH2:22][N:23]2[CH:24]([CH3:29])[CH2:25][CH2:26][CH2:27][CH2:28]2)[cH:4][cH:5][cH:6][cH:7]1. Yields the product CC1CCCCN1CCC(C#N)(CCN(C(C)C)C(C)C)c1ccccc1F. Reactants: COC\C(=C\C(NC1=CC=C(C=C1)C1=C(C=CC=C1)S(N)(=O)=O)=O)\C=1C=C(C=CC1)C(=N)N (3-((1E)-1-(methoxymethyl)-2-{N-[4-(2-sulfamoylphenyl)phenyl]carbamoyl}vinyl)-benzenecarboxamidine), [H][H] (hydrogen). Reagents/catalysts: [Pd] (Pd on carbon). Solvent: CO (methanol). Yields the product COCC(CC(NC1=CC=C(C=C1)C1=C(C=CC=C1)S(N)(=O)=O)=O)C=1C=C(C=CC1)C(=N)N (3-(1-(methoxymethyl)-2-{N-[4-(2-sulfamoylphenyl)phenyl]carbamoyl}-ethyl)benzenecarboxamidine). The yield is 107.2%. As a reaction SMILES: [CH3:1][O:2][CH2:3]/[C:4](/[C:25]1[CH:26]=[C:27]([C:31]([NH2:33])=[NH:32])[CH:28]=[CH:29][CH:30]=1)=[CH:5]/[C:6](=[O:24])[NH:7][C:8]1[CH:13]=[CH:12][C:11]([C:14]2[CH:19]=[CH:18][CH:17]=[CH:16][C:15]=2[S:20](=[O:23])(=[O:22])[NH2:21])=[CH:10][CH:9]=1.[H][H]>CO.[Pd]>[CH3:1][O:2][CH2:3][CH:4]([C:25]1[CH:26]=[C:27]([C:31]([NH2:33])=[NH:32])[CH:28]=[CH:29][CH:30]=1)[CH2:5][C:6](=[O:24])[NH:7][C:8]1[CH:9]=[CH:10][C:11]([C:14]2[CH:19]=[CH:18][CH:17]=[CH:16][C:15]=2[S:20](=[O:22])(=[O:23])[NH2:21])=[CH:12][CH:13]=1. Procedure details: To a solution of 3-((1E)-1-(methoxymethyl)-2-{N-[4-(2-sulfamoylphenyl)phenyl]carbamoyl}vinyl)-benzenecarboxamidine (5 mg, 0.01 mmol) in 4 ml methanol was added 10% Pd on carbon (1 mg). Mixture was treated with hydrogen at 1 atmosphere under balloon for 1 hr. Reaction was filtered through a pad of Celite, concentrated and lyophilized to give 3-(1-(methoxymethyl)-2-{N-[4-(2-sulfamoylphenyl)phenyl]carbamoyl}-ethyl)benzenecarboxamidine (5 mg, 100%) as a fluffy white powder. ES-MS (M+H+): 467.15